Dataset: the Open Reaction Database (ORD), a public repository of structured organic reaction records. Task: describe an organic reaction: reactants, conditions, products, and yield Solvent: P(=O)([O-])([O-])[O-].[K+].[K+].[K+] (potassium phosphate), P(=O)([O-])([O-])[O-].[K+].[K+].[K+] (potassium phosphate). Reaction SMILES: [NH2:1][C:2]1[N:10]=[C:9]2[C:5]([NH:6][CH:7]=[N:8]2)=[C:4]([S:11][CH3:12])[N:3]=1.[F:13][C@@H:14]1[C@H:18]([OH:19])[C@@H:17]([CH2:20][OH:21])[O:16][C@H:15]1N1C=CC(=O)NC1=O.[N-]=[N+]=[N-].[K+].[C@@H]1(N2C=C(C)C(=O)NC2=O)O[C@H](CO)[C@@H](O)C1.[OH-].[K+]>P([O-])([O-])([O-])=O.[K+].[K+].[K+]>[NH2:1][C:2]1[N:10]=[C:9]2[C:5]([N:6]=[CH:7][N:8]2[C@@H:15]2[O:16][C@H:17]([CH2:20][OH:21])[C@@H:18]([OH:19])[C@H:14]2[F:13])=[C:4]([S:11][CH3:12])[N:3]=1 |f:2.3,5.6,7.8.9.10|. Reaction conditions: temperature 37 celsius. Procedure details: 2-Amino-6-methylthiopurine (Sigma Chemical Company; 0.6 g, 3.3 mmoles) and 1-(2-deoxy-2-fluoro-β-D-ribofuranosyl)uracil (0.3 g, 1.2 mmoles) which may be prepared according to J. F. Codington et al. (J. Org. Chem. 29:558, 1964) were suspended in 200 ml of 5 mM potassium phosphate buffer, pH 7.0, which contained 0.04% (w/v) potassium azide. Thymidine phosphorylase (4,000 I.U.) and purine nucleoside phosphorylase (6,500 I.U.) (T. A. Krenitsky et al., Biochemistry 20:3615, 1981 and U.S. Pat. No. 4,3... Reactants: purine nucleoside, [C@@H]1(C[C@H](O)[C@@H](CO)O1)N1C(=O)NC(=O)C(C)=C1 (Thymidine), purine nucleoside, [OH-].[K+] (KOH), NC1=NC(=C2NC=NC2=N1)SC (2-Amino-6-methylthiopurine), F[C@H]1[C@@H](O[C@@H]([C@H]1O)CO)N1C(=O)NC(=O)C=C1 (1-(2-deoxy-2-fluoro-β-D-ribofuranosyl)uracil), [C@@H]1(C[C@H](O)[C@@H](CO)O1)N1C(=O)NC(=O)C(C)=C1 (thymidine), [N-]=[N+]=[N-].[K+] (potassium azide), [N-]=[N+]=[N-].[K+] (potassium azide). Product: NC1=NC(=C2N=CN(C2=N1)[C@H]1[C@@H]([C@H](O)[C@H](O1)CO)F)SC (2-Amino-9-(2-deoxy-2-fluoro-β-D-ribofuranosyl)-6-methylthio-9H-purine). RXN SMILES: [CH2:1]([c:2]1[cH:3][cH:4][cH:5][cH:6][cH:7]1)[O:8][NH:9][C:10](=[O:11])[CH2:12][CH2:13][c:14]1[cH:15][cH:16][c:17]([O:18][c:19]2[cH:20][cH:21][c:22]([CH2:25][CH:26]([C:27](=[O:28])[N:29]([CH3:30])[CH3:31])[NH:32][S:33](=[O:34])(=[O:35])[c:36]3[cH:37][cH:38][c:39]([CH3:42])[cH:40][cH:41]3)[cH:23][cH:24]2)[cH:43][cH:44]1.[CH3:47][OH:48].[H:45][H:46].[Pd:49]>>[OH:8][NH:9][C:10](=[O:11])[CH2:12][CH2:13][c:14]1[cH:15][cH:16][c:17]([O:18][c:19]2[cH:20][cH:21][c:22]([CH2:25][CH:26]([C:27](=[O:28])[N:29]([CH3:30])[CH3:31])[NH:32][S:33](=[O:34])(=[O:35])[c:36]3[cH:37][cH:38][c:39]([CH3:42])[cH:40][cH:41]3)[cH:23][cH:24]2)[cH:43][cH:44]1. Starting materials: Cc1ccc(S(=O)(=O)NC(Cc2ccc(Oc3ccc(CCC(=O)NOCc4ccccc4)cc3)cc2)C(=O)N(C)C)cc1, CO, [H][H], [Pd]. Product: Cc1ccc(S(=O)(=O)NC(Cc2ccc(Oc3ccc(CCC(=O)NO)cc3)cc2)C(=O)N(C)C)cc1. Starting materials: C(C)(=O)OCC (ethyl acetate), CO (methanol), ClC=1C=C(CC2=CC=C(S2)C=O)C=CC1 (5-(3-chloro-benzyl)thiophene-2-carbaldehyde), N.CO (ammonia methanol), Example 44. The reagents and catalysts are [Ni] (Raney nickel). Conditions: time 17 hour. Product: ClC=1C=C(CC2=CC=C(S2)CN)C=CC1 (C-(5-(3-Chloro-benzyl)-thiophen-2-yl)-methylamine). Yield: 61.4%. Reaction SMILES: [Cl:1][C:2]1[CH:3]=[C:4]([CH:13]=[CH:14][CH:15]=1)[CH2:5][C:6]1[S:10][C:9]([CH:11]=O)=[CH:8][CH:7]=1.C(OCC)(=O)C.CO.[NH3:24].CO>[Ni]>[Cl:1][C:2]1[CH:3]=[C:4]([CH:13]=[CH:14][CH:15]=1)[CH2:5][C:6]1[S:10][C:9]([CH2:11][NH2:24])=[CH:8][CH:7]=1 |f:3.4|. Procedure: To a solution of 5-(3-chloro-benzyl)thiophene-2-carbaldehyde described in Preparation Example 44 (1.2 g, 5.08 mmol) in 7N ammonia/methanol (40 mL) was added Raney nickel (2 g), and the solution was stirred at room temperature for 17 hours under hydrogen atmosphere. The reaction solution was filtered through Celite pad, the catalyst was removed, then, this filtrate was evaporated in vacuo, the residue was purified by silica gel column chromatography (ethyl acetate, then ethyl acetate:methanol=5:1... The reactants are CCCCCCCCCCCCCCCCCCO (stearic alcohol), COC(=C)C (2-methoxypropene). The reagents and catalysts are C(C)N(CC)CC (triethylamine), P(=O)(Cl)(Cl)Cl (phosphoryl chloride). Yields the product COC(C)(C)OCCCCCCCCCCCCCCCCCC (2-methoxy-2-(octadecyloxy)propane). Reaction SMILES: [CH3:1][CH2:2][CH2:3][CH2:4][CH2:5][CH2:6][CH2:7][CH2:8][CH2:9][CH2:10][CH2:11][CH2:12][CH2:13][CH2:14][CH2:15][CH2:16][CH2:17][CH2:18][OH:19].[CH3:20][O:21][C:22]([CH3:24])=[CH2:23]>P(Cl)(Cl)(Cl)=O.C(N(CC)CC)C>[CH3:20][O:21][C:22]([O:19][CH2:18][CH2:17][CH2:16][CH2:15][CH2:14][CH2:13][CH2:12][CH2:11][CH2:10][CH2:9][CH2:8][CH2:7][CH2:6][CH2:5][CH2:4][CH2:3][CH2:2][CH3:1])([CH3:24])[CH3:23]. Procedure: 2-methoxy-2-(octadecyloxy)propane was prepared by reacting stearic alcohol (0.025 mole) with 2-methoxypropene (4 equivalents) for 2 hours at 20° C. in the presence of one drop of phosphoryl chloride (POCl3) then adding 5 drops of triethylamine and distilling the excess enol ether. The reactants are C=CC#N, O=Cc1ccccc1O, C1CN2CCN1CC2, [Na+], [OH-]. As a reaction SMILES: [CH2:10]=[CH:11][C:12]#[N:13].[CH:1](=[O:2])[c:3]1[cH:4][cH:5][cH:6][cH:7][c:8]1[OH:9].[N:14]12[CH2:15][CH2:16][N:17]([CH2:18][CH2:19]1)[CH2:20][CH2:21]2.[Na+:23].[OH-:22]>>[CH:1]1=[C:11]([C:12]#[N:13])[CH2:10][O:9][c:8]2[c:3]1[cH:4][cH:5][cH:6][cH:7]2. Yields the product N#CC1=Cc2ccccc2OC1.